From a dataset of the Open Reaction Database (ORD), a public repository of structured organic reaction records. describe an organic reaction: reactants, conditions, products, and yield Starting materials: ClC1=C(C(=CC(=C1)F)F)OC (1-chloro-3,5-difluoro-2-methoxybenzene), C(CCC)[Li] (n-butyl lithium), II (iodine). The solvent is C1CCOC1 (THF), C1CCOC1 (THF), C(C)OCC (ethyl ether), S(=S)(=O)([O-])[O-].[Na+].[Na+] (sodium thiosulfate). Run at temperature -75 celsius, time 1 hour. The product is ClC1=C(C(=C(C(=C1)F)I)F)OC (1-chloro-3,5-difluoro-4-iodo-2-methoxybenzene). RXN SMILES: [Cl:1][C:2]1[CH:7]=[C:6]([F:8])[CH:5]=[C:4]([F:9])[C:3]=1[O:10][CH3:11].C([Li])CCC.[I:17]I>C1COCC1.C(OCC)C.S([O-])([O-])(=O)=S.[Na+].[Na+]>[Cl:1][C:2]1[CH:7]=[C:6]([F:8])[C:5]([I:17])=[C:4]([F:9])[C:3]=1[O:10][CH3:11] |f:5.6.7|. Procedure: To a solution of 1-chloro-3,5-difluoro-2-methoxybenzene (2.0 g, 0.01 mol) in THF at −75° C. was added n-butyl lithium (2.5M in hexanes 6.7 mL) and the resulting solution was stirred at −75° C. for 1 hour. A solution of iodine (5.1 g, 0.02 mol) in THF (10 mL) was added and the reaction mixture was allowed to warm to ambient temperature. The reaction mixture was diluted with ethyl ether (50 mL) and aqueous sodium thiosulfate (10%, 50 mL) was added and stirred for 1 hour. After separating the phase... Starting materials: OC1=NC=C(C=N1)CCCCC (2-hydroxy-5-pentylpyrimidine), P(=O)(Cl)(Cl)Cl (phosphorus oxychloride). Yields the product ClC1=NC=C(C=N1)CCCCC (2-chloro-5-pentylpyrimidine). As a reaction SMILES: O[C:2]1[N:7]=[CH:6][C:5]([CH2:8][CH2:9][CH2:10][CH2:11][CH3:12])=[CH:4][N:3]=1.P(Cl)(Cl)([Cl:15])=O>>[Cl:15][C:2]1[N:7]=[CH:6][C:5]([CH2:8][CH2:9][CH2:10][CH2:11][CH3:12])=[CH:4][N:3]=1. Procedure: In 500 ml of phosphorus oxychloride was added 120.4 g (0.724 mol) of the 2-hydroxy-5-pentylpyrimidine described above, and heated to reflux for 5 hours. Excess amount of phosphorus oxychloride was distilled off under a reduced pressure, and the residue was added into an ice water. The product was extracted with toluene, and the extract was washed with aqueous solution of 2N aqueous solution of sodium hydroxide and water in turn, and dried over anhydrous magnesium sulfate. The solvent was distill... Reactants: O=Cc1cc(Br)cc(C(F)(F)F)c1, CC(=O)O[BH-](OC(C)=O)OC(C)=O, ClCCl, CNC, [Na+]. Yields the product CN(C)Cc1cc(Br)cc(C(F)(F)F)c1. RXN SMILES: [Br:1][c:2]1[cH:3][c:4]([CH:5]=[O:6])[cH:7][c:8]([C:10]([F:11])([F:12])[F:13])[cH:9]1.[C:17]([O:18][BH-:19]([O:20][C:21](=[O:22])[CH3:23])[O:24][C:25](=[O:26])[CH3:27])(=[O:28])[CH3:29].[CH2:31]([Cl:32])[Cl:33].[CH3:14][NH:15][CH3:16].[Na+:30]>>[Br:1][c:2]1[cH:3][c:4]([CH2:5][N:15]([CH3:14])[CH3:16])[cH:7][c:8]([C:10]([F:11])([F:12])[F:13])[cH:9]1. Starting materials: ClCCl, C1CCOC1, [H-], N#Cc1ccccc1, [Na+], O, Cc1ccc(SCS(C)=O)cc1. The product is Cc1ccc(SC(=C(N)c2ccccc2)S(C)=O)cc1. RXN SMILES: [CH2:23]([Cl:24])[Cl:25].[CH2:26]1[O:27][CH2:28][CH2:29][CH2:30]1.[H-:13].[N:15]#[C:16][c:17]1[cH:18][cH:19][cH:20][cH:21][cH:22]1.[Na+:14].[OH2:31].[c:1]1([CH3:12])[cH:2][cH:3][c:4]([S:7][CH2:8][S:9](=[O:10])[CH3:11])[cH:5][cH:6]1>>[c:1]1([CH3:12])[cH:2][cH:3][c:4]([S:7][C:8]([S:9](=[O:10])[CH3:11])=[C:16]([NH2:15])[c:17]2[cH:18][cH:19][cH:20][cH:21][cH:22]2)[cH:5][cH:6]1. Starting materials: CCOC(C)=O, C, CCCCCC, [H][H], O=C(Nc1ccc(Nc2cc(NC(=O)N3CCCC3)ncn2)cc1)OCc1ccccc1, C1CCOC1, [Pd]. Yields the product Nc1ccc(Nc2cc(NC(=O)N3CCCC3)ncn2)cc1. RXN SMILES: [C:35]([O:36][CH2:37][CH3:38])(=[O:39])[CH3:40].[C:52].[CH3:41][CH2:42][CH2:43][CH2:44][CH2:45][CH3:46].[H:33][H:34].[N:1]1([C:6](=[O:7])[NH:8][c:9]2[cH:10][c:11]([NH:15][c:16]3[cH:17][cH:18][c:19]([NH:22][C:23](=[O:24])[O:25][CH2:26][c:27]4[cH:28][cH:29][cH:30][cH:31][cH:32]4)[cH:20][cH:21]3)[n:12][cH:13][n:14]2)[CH2:2][CH2:3][CH2:4][CH2:5]1.[O:47]1[CH2:48][CH2:49][CH2:50][CH2:51]1.[Pd:53]>>[N:1]1([C:6](=[O:7])[NH:8][c:9]2[cH:10][c:11]([NH:15][c:16]3[cH:17][cH:18][c:19]([NH2:22])[cH:20][cH:21]3)[n:12][cH:13][n:14]2)[CH2:2][CH2:3][CH2:4][CH2:5]1.